This data is from the Open Reaction Database (ORD), a public repository of structured organic reaction records. The task is: describe an organic reaction: reactants, conditions, products, and yield The reactants are CN1CCC(=O)CC1, CCCCCC(C)C(C)c1cc(O)cc(OC)c1, CC(=O)O, Cl. Yields the product CCCCCC(C)C(C)c1cc(O)c(C2=CCN(C)CC2)c(OC)c1, Cl. As a reaction SMILES: [CH3:19][N:20]1[CH2:21][CH2:22][C:23](=[O:26])[CH2:24][CH2:25]1.[CH3:1][CH:2]([CH:3]([CH2:4][CH2:5][CH2:6][CH2:7][CH3:8])[CH3:9])[c:10]1[cH:11][c:12]([O:17][CH3:18])[cH:13][c:14]([OH:16])[cH:15]1.[CH3:28][C:29](=[O:30])[OH:31].[ClH:27]>>[CH3:1][CH:2]([CH:3]([CH2:4][CH2:5][CH2:6][CH2:7][CH3:8])[CH3:9])[c:10]1[cH:11][c:12]([O:17][CH3:18])[c:13]([C:23]2=[CH:22][CH2:21][N:20]([CH3:19])[CH2:25][CH2:24]2)[c:14]([OH:16])[cH:15]1.[ClH:27]. Reactants: C(C)(C)(C)OC(CCN1CC2=CC=C(C=C2CC1)COC1=CC(=C(C=C1)Cl)C(F)(F)F)=O (3-[6-(4-chloro-3-trifluoromethyl-phenoxymethyl)-3,4-dihydro-1H-isoquinolin-2-yl]-propionic acid tert-butyl ester), C1(=CC=CC=C1)B(O)O (phenylboronic acid), C1(CCCCC1)P(C1CCCCC1)C1=C(C=CC=C1)C1=CC=CC=C1 ((dicyclohexylphosphino)biphenyl), [F-].[K+] (KF). The reagents and catalysts are CC(=O)[O-].CC(=O)[O-].[Pd+2] (Pd(OAc)2). Run in C1CCOC1 (THF). Run at temperature 120 celsius. Yields the product C(C)(C)(C)OC(CCN1CC2=CC=C(C=C2CC1)COC1=CC(=C(C=C1)C1=CC=CC=C1)C(F)(F)F)=O (3-[6-(2-trifluoromethyl-biphenyl-4-yloxymethyl)-3,4-dihydro-1H-isoquinolin-2-yl]-propionic acid tert-butyl ester). RXN SMILES: [C:1]([O:5][C:6](=[O:32])[CH2:7][CH2:8][N:9]1[CH2:18][CH2:17][C:16]2[C:11](=[CH:12][CH:13]=[C:14]([CH2:19][O:20][C:21]3[CH:26]=[CH:25][C:24](Cl)=[C:23]([C:28]([F:31])([F:30])[F:29])[CH:22]=3)[CH:15]=2)[CH2:10]1)([CH3:4])([CH3:3])[CH3:2].[C:33]1(B(O)O)[CH:38]=[CH:37][CH:36]=[CH:35][CH:34]=1.C1(P(C2C=CC=CC=2C2C=CC=CC=2)C2CCCCC2)CCCCC1.[F-].[K+]>CC([O-])=O.CC([O-])=O.[Pd+2].C1COCC1>[C:1]([O:5][C:6](=[O:32])[CH2:7][CH2:8][N:9]1[CH2:18][CH2:17][C:16]2[C:11](=[CH:12][CH:13]=[C:14]([CH2:19][O:20][C:21]3[CH:26]=[CH:25][C:24]([C:33]4[CH:38]=[CH:37][CH:36]=[CH:35][CH:34]=4)=[C:23]([C:28]([F:31])([F:30])[F:29])[CH:22]=3)[CH:15]=2)[CH2:10]1)([CH3:4])([CH3:3])[CH3:2] |f:3.4,5.6.7|. Reported procedure: A microwave vial is charged with 3-[6-(4-chloro-3-trifluoromethyl-phenoxymethyl)-3,4-dihydro-1H-isoquinolin-2-yl]-propionic acid tert-butyl ester (56 mg, 0.119 mmol), phenylboronic acid (17 mg, 1.2 eq.), Pd(OAc)2 (1.3 mg, 5 mol %), (dicyclohexylphosphino)biphenyl (4.2 mg, 10 mol %), KF (21 mg, 3 eq.), and THF (0.25 mL). The resulting mixture is heated to 120° C. using microwave irradiation for 20 minutes. The mixture is filtered through celite. The celite is washed with EtOAc several times. The ... The reactants are CCOC(=O)COc1c(C)cccc1COc1cc(OCc2ccc3ccccc3n2)ccc1C(C)=O, CS(C)=O. Product: CC(=O)c1ccc(OCc2ccc3ccccc3n2)cc1OCc1cccc(C)c1OCC(=O)O. RXN SMILES: [C:1]([CH3:2])(=[O:3])[c:4]1[c:5]([O:6][CH2:7][c:8]2[c:9]([O:10][CH2:11][C:12](=[O:13])[O:14][CH2:15][CH3:16])[c:17]([CH3:21])[cH:18][cH:19][cH:20]2)[cH:22][c:23]([O:26][CH2:27][c:28]2[n:29][c:30]3[cH:31][cH:32][cH:33][cH:34][c:35]3[cH:36][cH:37]2)[cH:24][cH:25]1.[CH3:38][S:39]([CH3:40])=[O:41]>>[C:1]([CH3:2])(=[O:3])[c:4]1[c:5]([O:6][CH2:7][c:8]2[c:9]([O:10][CH2:11][C:12](=[O:13])[OH:14])[c:17]([CH3:21])[cH:18][cH:19][cH:20]2)[cH:22][c:23]([O:26][CH2:27][c:28]2[n:29][c:30]3[cH:31][cH:32][cH:33][cH:34][c:35]3[cH:36][cH:37]2)[cH:24][cH:25]1. Starting materials: C=CCSc1ccc(NC(=S)NC(=O)OC)c([N+](=O)[O-])c1, CO, [Fe], O=S(=O)([O-])[O-], O. Yields the product C=CCSc1ccc(NC(=S)NC(=O)OC)c(N)c1. RXN SMILES: [CH3:1][O:2][C:3](=[O:4])[NH:5][C:6]([NH:7][c:8]1[c:9]([N+:18]([O-:19])=[O:20])[cH:10][c:11]([S:14][CH2:15][CH:16]=[CH2:17])[cH:12][cH:13]1)=[S:21].[CH3:22][OH:23].[Fe:29].[O-:24][S:25](=[O:26])(=[O:27])[O-:28].[OH2:30]>>[CH3:1][O:2][C:3](=[O:4])[NH:5][C:6]([NH:7][c:8]1[c:9]([NH2:18])[cH:10][c:11]([S:14][CH2:15][CH:16]=[CH2:17])[cH:12][cH:13]1)=[S:21].